Dataset: the Open Reaction Database (ORD), a public repository of structured organic reaction records. Task: describe an organic reaction: reactants, conditions, products, and yield The reactants are C(CCC)NCC1=CC=C(C=C1)C1=C(C=CC=C1)C#N (N-butyl-N-(2'-cyanobiphenyl-4-ylmethyl)-amine), CC1(C(=O)OC(C1)=O)C (2,2-dimethylsuccinic acid anhydride). Solvent: O1CCOCC1 (dioxane). Yields the product C(CCC)N(C(CC(C)(C)C(=O)O)=O)CC1=CC=C(C=C1)C1=C(C=CC=C1)C#N (3-carboxy-3-methyl-butanoic acid N-butyl-N-(2'-cyanobiphenyl-4-ylmethyl)-amide). Reaction SMILES: [CH2:1]([NH:5][CH2:6][C:7]1[CH:12]=[CH:11][C:10]([C:13]2[CH:18]=[CH:17][CH:16]=[CH:15][C:14]=2[C:19]#[N:20])=[CH:9][CH:8]=1)[CH2:2][CH2:3][CH3:4].[CH3:21][C:22]1([CH3:29])[CH2:27][C:26](=[O:28])[O:25][C:23]1=[O:24]>O1CCOCC1>[CH2:1]([N:5]([CH2:6][C:7]1[CH:12]=[CH:11][C:10]([C:13]2[CH:18]=[CH:17][CH:16]=[CH:15][C:14]=2[C:19]#[N:20])=[CH:9][CH:8]=1)[C:26](=[O:28])[CH2:27][C:22]([C:23]([OH:25])=[O:24])([CH3:29])[CH3:21])[CH2:2][CH2:3][CH3:4]. Procedure: A solution of 3.6 g (13.5 mmol) of N-butyl-N-(2'-cyanobiphenyl-4-ylmethyl)-amine and 1.75 g (13.5 mmol) of 2,2-dimethylsuccinic acid anhydride in 50 ml of dioxane is heated under reflux for 5 hours. Concentration of the reaction mixture by evaporation yields crude 3-carboxy-3-methyl-butanoic acid N-butyl-N-(2'-cyanobiphenyl-4-ylmethyl)-amide that melts at from 125° to 131° and is further used in crude form.